This data is from the Open Reaction Database (ORD), a public repository of structured organic reaction records. The task is: describe an organic reaction: reactants, conditions, products, and yield Starting materials: C(C)C1=NC2=C(N1CC1=CC=C(C=C1)C=1C(=CC=CC1)C(=O)OC)C=C(C=C2C)NC(=NS(=O)(=O)C2=CC=CC=C2)N(C)C (methyl 4'-[[2-ethyl-4-methyl-6-(3,3-dimethyl-2-phenylsulphonyl-guanidino) -1H-benzimidazol-1-yl]-methyl]-biphenyl-2-carboxylate), [OH-].[Na+] (sodium hydroxide). Solvent: C(C)O (ethanol). Yields the product C(C)C1=NC2=C(N1CC1=CC=C(C=C1)C=1C(=CC=CC1)C(=O)O)C=C(C=C2C)NC(=NS(=O)(=O)C2=CC=CC=C2)N(C)C (4'-[[2-Ethyl-4-methyl-6-(3,3-dimethyl-2-phenylsulphonyl-guanidino) -1H-benzimidazol-1-yl]-methyl]-biphenyl-2-carboxylic acid). As a reaction SMILES: [CH2:1]([C:3]1[N:7]([CH2:8][C:9]2[CH:14]=[CH:13][C:12]([C:15]3[C:16]([C:21]([O:23]C)=[O:22])=[CH:17][CH:18]=[CH:19][CH:20]=3)=[CH:11][CH:10]=2)[C:6]2[CH:25]=[C:26]([NH:30][C:31]([N:42]([CH3:44])[CH3:43])=[N:32][S:33]([C:36]3[CH:41]=[CH:40][CH:39]=[CH:38][CH:37]=3)(=[O:35])=[O:34])[CH:27]=[C:28]([CH3:29])[C:5]=2[N:4]=1)[CH3:2].[OH-].[Na+]>C(O)C>[CH2:1]([C:3]1[N:7]([CH2:8][C:9]2[CH:14]=[CH:13][C:12]([C:15]3[C:16]([C:21]([OH:23])=[O:22])=[CH:17][CH:18]=[CH:19][CH:20]=3)=[CH:11][CH:10]=2)[C:6]2[CH:25]=[C:26]([NH:30][C:31]([N:42]([CH3:44])[CH3:43])=[N:32][S:33]([C:36]3[CH:41]=[CH:40][CH:39]=[CH:38][CH:37]=3)(=[O:34])=[O:35])[CH:27]=[C:28]([CH3:29])[C:5]=2[N:4]=1)[CH3:2] |f:1.2|. Procedure details: Prepared analogously to Example 1d from methyl 4'-[[2-ethyl-4-methyl-6-(3,3-dimethyl-2-phenylsulphonyl-guanidino) -1H-benzimidazol-1-yl]-methyl]-biphenyl-2-carboxylate and 2N sodium hydroxide solution in ethanol. Reactants: ClCCCBr, COc1ccc2c(c1OC)CC(=O)NC=C2. Product: COc1ccc2c(c1OC)CC(=O)N(CCCCl)C=C2. RXN SMILES: [Br:17][CH2:18][CH2:19][CH2:20][Cl:21].[CH3:1][O:2][c:3]1[cH:4][cH:5][c:6]2[c:7]([c:14]1[O:15][CH3:16])[CH2:8][C:9](=[O:13])[NH:10][CH:11]=[CH:12]2>>[CH3:1][O:2][c:3]1[cH:4][cH:5][c:6]2[c:7]([c:14]1[O:15][CH3:16])[CH2:8][C:9](=[O:13])[N:10]([CH2:18][CH2:19][CH2:20][Cl:21])[CH:11]=[CH:12]2. The reactants are CC=1NC2=C(C=NC=C2)N1 (2-methylimidazo[4,5-c]pyridine), OO (hydrogen peroxide). Run in C(C)(=O)O (acetic acid). The product is CC1=[N+](C2=C(C=NC=C2)N1)[O-] (2-Methylimidazo[4,5-c]pyridine-N-oxide). RXN SMILES: [CH3:1][C:2]1[NH:3][C:4]2[CH:9]=[CH:8][N:7]=[CH:6][C:5]=2[N:10]=1.[OH:11]O>C(O)(=O)C>[CH3:1][C:2]1[NH:10][C:5]2[CH:6]=[N:7][CH:8]=[CH:9][C:4]=2[N+:3]=1[O-:11]. Procedure details: Following the method of Chem. Pharm. Bull., 12, 866 (1964), a solution of 2-methylimidazo[4,5-c]pyridine (5.65 g, 42.5 mmol) in 30% aqueous hydrogen peroxide (15 ml) and glacial acetic acid was stirred at 60° C. for 6 days. The volatiles were removed under reduced pressure and the residue was dissolved in ethanol and treated with solid anhydrous potassium carbonate. The solid was filtered off, washed with ethanol, and the filtrate was concentrated under reduced pressure. The crude product was pu... Starting materials: CN(/C=C/C=C1C=CC=C1)C ((E)-6-[2-(dimethylamino)ethenyl]-fulvene). Run in N1CCCCC1 (piperidine). Yields the product CN(C1=C2C=CC=C2CC1)C (4-(Dimethylamino)-5,6-dihydropentalene). As a reaction SMILES: [CH3:1][N:2]([CH3:11])/[CH:3]=[CH:4]/[CH:5]=[C:6]1[CH:10]=[CH:9][CH:8]=[CH:7]1>N1CCCCC1>[CH3:11][N:2]([CH3:1])[C:3]1[CH2:4][CH2:5][C:6]2[C:10]=1[CH:9]=[CH:8][CH:7]=2. Reported procedure: A solution of 20.0 g (136 mmol) of (E)-6-[2-(dimethylamino)ethenyl]-fulvene in 100 ml of piperidine is boiled under reflux for 2 hours. The solvent is removed under reduced pressure and the residue is recrystallized from diethyl ether. This gives 12.5 g (63%) of 4-(dimethylamino)-5,6-dihydropentalene in the form of a yellow powder. Starting materials: COC1=C(C=CC(=C1)C(=O)O)C1=NC=2NC(NC(C2N1)=O)=O (8-(2-methoxy-4-carboxy-phenyl)-1H,-3H-purin-2,6-dione), N (ammonia), C(C)(=O)O (acetic acid), O (water). Reagents/catalysts: CN(C=O)C (dimethylformamide). The solvent is S(=O)(Cl)Cl (thionyl chloride), CN(C=O)C (dimethylformamide), CN(C=O)C (dimethylformamide), S(=O)(Cl)Cl (thionyl chloride). The product is COC1=C(C=CC(=C1)C(=O)N)C1=NC=2NC(NC(C2N1)=O)=O (8-(2-Methoxy-4-aminocarbonyl-phenyl)-1H,3H-purin-2,6-dione). RXN SMILES: [CH3:1][O:2][C:3]1[CH:8]=[C:7]([C:9](O)=[O:10])[CH:6]=[CH:5][C:4]=1[C:12]1[NH:20][C:19]2[C:18](=[O:21])[NH:17][C:16](=[O:22])[NH:15][C:14]=2[N:13]=1.[NH3:23].O.C(O)(=O)C>S(Cl)(Cl)=O.CN(C)C=O>[CH3:1][O:2][C:3]1[CH:8]=[C:7]([C:9]([NH2:23])=[O:10])[CH:6]=[CH:5][C:4]=1[C:12]1[NH:20][C:19]2[C:18](=[O:21])[NH:17][C:16](=[O:22])[NH:15][C:14]=2[N:13]=1. Procedure: A quantity of 2.3 gm of 8-(2-methoxy-4-carboxy-phenyl)-1H,-3H-purin-2,6-dione are refluxed for one hour in 50 ml of thionyl chloride with the addition of 1 drop of dimethylformamide. The excess thionyl chloride is drawn off, and the residue is stirred for 16 hours at ambient temperature with a solution of ammonia in dimethylformamide. The dimethylformamide is drawn off, the remainder is mixed with water and acidified with glacial acetic acid, and the product precipitated is filtered off. Reactants: C(C1=CC=CC=C1)[C@H](CNC(=S)NC1CC1)N(C([C@@H](CC1=CC2=CC=CC=C2C=C1)NC)=O)C ((2R)-N-((1R)-1-Benzyl-2-(3-cyclopropylthioureido)ethyl)-N-methyl-2-methylamino-3-(2-naphthyl)propionamide), C(C)(C)(C)OC(=O)NC(C/C=C/C(=O)O)(C)C ((2E)-5-tert-Butoxycarbonylamino-5-methylhex-2-enoic acid), C(C)N(C(C)C)C(C)C (Ethyldiisopropylamine), ON1N=NC2=C1N=CC=C2 (1-Hydroxy-7-azabenzotriazole), Cl.CN(CCCN=C=NCC)C (N-(3-dimethylaminopropyl)-N'-ethylcarbodiimide hydrochloride). Solvent: CN(C=O)C (N,N-dimethylformamide), ClCCl (dichloromethane), C(C)(=O)OCC (ethyl acetate), ClCCl (dichloromethane). Reaction conditions: temperature 0 celsius, time 16 hour. Yields the product C(C)(C)(C)OC(NC(C\C=C\C(N(C)[C@H](CC1=CC2=CC=CC=C2C=C1)C(N(C)[C@@H](CNC(=S)NC1CC1)CC1=CC=CC=C1)=O)=O)(C)C)=O ((3E)-4-(N-((1R)-1-(N-((1R)-1-benzyl-2-(3-cyclopropylthioureido)ethyl)-N-methylcarbamoyl)-2-(2-naphthyl)ethyl)-N-methylcarbamoyl)-1,1-dimethylbut-3-enylcarbamic acid tert-butylester). Yield: 34.4%. Reaction SMILES: [C:1]([O:5][C:6]([NH:8][C:9]([CH3:17])([CH3:16])[CH2:10]/[CH:11]=[CH:12]/[C:13]([OH:15])=O)=[O:7])([CH3:4])([CH3:3])[CH3:2].ON1C2N=CC=CC=2N=N1.Cl.CN(C)CCCN=C=NCC.[CH2:40]([C@@H:47]([N:56]([CH3:73])[C:57](=[O:72])[C@H:58]([NH:70][CH3:71])[CH2:59][C:60]1[CH:69]=[CH:68][C:67]2[C:62](=[CH:63][CH:64]=[CH:65][CH:66]=2)[CH:61]=1)[CH2:48][NH:49][C:50]([NH:52][CH:53]1[CH2:55][CH2:54]1)=[S:51])[C:41]1[CH:46]=[CH:45][CH:44]=[CH:43][CH:42]=1.C(N(C(C)C)C(C)C)C>CN(C)C=O.ClCCl.C(OCC)(=O)C>[C:1]([O:5][C:6](=[O:7])[NH:8][C:9]([CH3:17])([CH3:16])[CH2:10]/[CH:11]=[CH:12]/[C:13](=[O:15])[N:70]([C@@H:58]([C:57](=[O:72])[N:56]([C@H:47]([CH2:40][C:41]1[CH:46]=[CH:45][CH:44]=[CH:43][CH:42]=1)[CH2:48][NH:49][C:50]([NH:52][CH:53]1[CH2:54][CH2:55]1)=[S:51])[CH3:73])[CH2:59][C:60]1[CH:69]=[CH:68][C:67]2[C:62](=[CH:63][CH:64]=[CH:65][CH:66]=2)[CH:61]=1)[CH3:71])([CH3:2])([CH3:3])[CH3:4] |f:2.3|. Reported procedure: (2E)-5-tert-Butoxycarbonylamino-5-methylhex-2-enoic acid (182 mg, 0.75 mmol) was dissolved in N,N-dimethylformamide (2 ml) and dichloromethane (2 ml). 1-Hydroxy-7-azabenzotriazole (102 mg, 0.75 mmol) was added. The solution was cooled to 0° C. N-(3-dimethylaminopropyl)-N'-ethylcarbodiimide hydrochloride (144 mg, 0.75 mmol) was added. The solution was stirred for 15 min at 0° C. (2R)-N-((1R)-1-Benzyl-2-(3-cyclopropylthioureido)ethyl)-N-methyl-2-methylamino-3-(2-naphthyl)propionamide (178 mg, 0.37... Reactants: N1=C(C=CC=C1)C=1N=NC(=CC1CCCCCCO)C1=NC=CC=C1 (3,6-Bis(2-pyridinyl)-4-pyridazine hexanol), Cl (hydrochoric acid). Solvent: O (water). The product is Cl.Cl.N1=C(C=CC=C1)C=1N=NC(=CC1CCCCCCO)C1=NC=CC=C1 (3,6-Bis(2-pyridinyl)-4-pyridazine hexanol dihydrochloride). Reaction SMILES: [N:1]1[CH:6]=[CH:5][CH:4]=[CH:3][C:2]=1[C:7]1[N:8]=[N:9][C:10]([C:20]2[CH:25]=[CH:24][CH:23]=[CH:22][N:21]=2)=[CH:11][C:12]=1[CH2:13][CH2:14][CH2:15][CH2:16][CH2:17][CH2:18][OH:19].[ClH:26]>O>[ClH:26].[ClH:26].[N:1]1[CH:6]=[CH:5][CH:4]=[CH:3][C:2]=1[C:7]1[N:8]=[N:9][C:10]([C:20]2[CH:25]=[CH:24][CH:23]=[CH:22][N:21]=2)=[CH:11][C:12]=1[CH2:13][CH2:14][CH2:15][CH2:16][CH2:17][CH2:18][OH:19] |f:3.4.5|. Procedure details: 3,6-Bis(2-pyridinyl)-4-pyridazine hexanol (EXAMPLE 17, 0.167 g) is dissolved in water (6 ml) containing hydrochoric acid (2 equivalents), filtered and freeze dried to give the title compound. Starting materials: O=C1OCc2ccccc21, CN(C)C=O, Cc1ccc(O)cc1, [H-], [H][H], [Na+]. Product: Cc1ccc(OCc2ccccc2C(=O)O)cc1. As a reaction SMILES: [C:13]1(=[O:14])[O:15][CH2:16][c:17]2[cH:18][cH:19][cH:20][cH:21][c:22]21.[CH3:23][N:24]([CH3:25])[CH:26]=[O:27].[CH3:3][c:4]1[cH:5][cH:6][c:7]([OH:8])[cH:9][cH:10]1.[H-:1].[H:11][H:12].[Na+:2]>>[CH3:3][c:4]1[cH:5][cH:6][c:7]([O:8][CH2:16][c:17]2[cH:18][cH:19][cH:20][cH:21][c:22]2[C:13](=[O:14])[OH:15])[cH:9][cH:10]1. The reactants are O=C(CCCN1CCN(C(=O)c2cc(C(F)(F)F)cc(C(F)(F)F)c2)C(Cc2c[nH]c3ccccc23)C1)OCc1ccccc1, CO. Product: O=C(O)CCCN1CCN(C(=O)c2cc(C(F)(F)F)cc(C(F)(F)F)c2)C(Cc2c[nH]c3ccccc23)C1. RXN SMILES: [CH2:1]([c:2]1[cH:3][cH:4][cH:5][cH:6][cH:7]1)[O:8][C:9](=[O:10])[CH2:11][CH2:12][CH2:13][N:14]1[CH2:15][CH:16]([CH2:36][c:37]2[cH:38][nH:39][c:40]3[cH:41][cH:42][cH:43][cH:44][c:45]23)[N:17]([C:20]([c:21]2[cH:22][c:23]([C:31]([F:32])([F:33])[F:34])[cH:24][c:25]([C:27]([F:28])([F:29])[F:30])[cH:26]2)=[O:35])[CH2:18][CH2:19]1.[CH3:46][OH:47]>>[O:8]=[C:9]([OH:10])[CH2:11][CH2:12][CH2:13][N:14]1[CH2:15][CH:16]([CH2:36][c:37]2[cH:38][nH:39][c:40]3[cH:41][cH:42][cH:43][cH:44][c:45]23)[N:17]([C:20]([c:21]2[cH:22][c:23]([C:31]([F:32])([F:33])[F:34])[cH:24][c:25]([C:27]([F:28])([F:29])[F:30])[cH:26]2)=[O:35])[CH2:18][CH2:19]1.